describe an organic reaction: reactants, conditions, products, and yield From a dataset of the Open Reaction Database (ORD), a public repository of structured organic reaction records. The reactants are C(#N)N=C(OC(C)C)C1=CC=NC=C1 (Isopropyl N-cyano-4-pyridinecarboximidate), ClC=1C=C(CN)C=CC1Cl (3,4-dichlorobenzylamine). Solvent: CO (methanol). Run at time 3 hour. Product: C(#N)NC(=NCC1=CC(=C(C=C1)Cl)Cl)C1=CC=NC=C1 (N-cyano N'-(3,4 dichlorobenzyl)-4-pyridinecarboximidamide). Isolated yield 53.8%. RXN SMILES: [C:1]([N:3]=[C:4]([C:9]1[CH:14]=[CH:13][N:12]=[CH:11][CH:10]=1)OC(C)C)#[N:2].[Cl:15][C:16]1[CH:17]=[C:18]([CH:21]=[CH:22][C:23]=1[Cl:24])[CH2:19][NH2:20]>CO>[C:1]([NH:3][C:4]([C:9]1[CH:10]=[CH:11][N:12]=[CH:13][CH:14]=1)=[N:20][CH2:19][C:18]1[CH:21]=[CH:22][C:23]([Cl:24])=[C:16]([Cl:15])[CH:17]=1)#[N:2]. Procedure details: Isopropyl N-cyano-4-pyridinecarboximidate (0.50 g, 2.6 mmol) was dissolved in methanol (10 ml), and 3,4-dichlorobenzylamine (0.52 g, 3.0 mmol) was added. The mixture was stirred at room temperature for 3 hours. After the reaction was completed, the reaction solution was concentrated under reduced pressure. The residual concentrate was crystallized from methanol-diethyl ether to give the title compound (0.42 g, 1.4 mmol, yield: 52%) as colorless crystals. Starting materials: [Br-], N#Cc1cccc(CBr)c1, O=C([O-])[O-], [CH2]C, CCOC(=O)CN=C(c1ccccc1)c1ccccc1, CCCC[N+](CCCC)(CCCC)CCCC, [K+], [K+], NCC(=O)O, NC(Cc1ccccc1)C(=O)O, [NH4+]. Yields the product N#Cc1cccc(CC(N)C(=O)O)c1. Reaction SMILES: [Br-:57].[C:40](#[N:41])[c:42]1[cH:43][c:44]([CH2:45][Br:46])[cH:47][cH:48][cH:49]1.[C:51](=[O:52])([O-:53])[O-:54].[CH2:18][CH3:19].[CH2:20]([O:21][C:22](=[O:23])[CH2:24][N:25]=[C:26]([c:27]1[cH:28][cH:29][cH:30][cH:31][cH:32]1)[c:33]1[cH:34][cH:35][cH:36][cH:37][cH:38]1)[CH3:39].[CH3:58][CH2:59][CH2:60][CH2:61][N+:62]([CH2:63][CH2:64][CH2:65][CH3:66])([CH2:67][CH2:68][CH2:69][CH3:70])[CH2:71][CH2:72][CH2:73][CH3:74].[K+:55].[K+:56].[NH2:1][CH2:2][C:3]([OH:4])=[O:5].[NH2:6][CH:7]([C:8](=[O:9])[OH:10])[CH2:11][c:12]1[cH:13][cH:14][cH:15][cH:16][cH:17]1.[NH4+:50]>>[NH2:1][CH:2]([C:3]([OH:4])=[O:5])[CH2:45][c:44]1[cH:43][c:42]([C:40]#[N:41])[cH:49][cH:48][cH:47]1. Reactants: C=C1CC(=O)O1 (Diketene), NCCCN1CC2=CC(=C(C=C2CC1)OC)OC (2-(3-aminopropyl)-1,2,3,4-tetrahydro-6,7-dimethoxyisoquinoline). Run in C1CCOC1 (THF). Reaction conditions: time 1.5 hour. Product: COC=1C=C2CCN(CC2=CC1OC)CCCNC(CC(=O)C)=O (N-[3-(1,2,3,4-tetrahydro-6,7-dimethoxyisoquinolin-2-yl)propyl]acetoacetamide). The yield is 99.8%. Reaction SMILES: [CH2:1]=[C:2]1[O:6][C:4](=[O:5])[CH2:3]1.[NH2:7][CH2:8][CH2:9][CH2:10][N:11]1[CH2:20][CH2:19][C:18]2[C:13](=[CH:14][C:15]([O:23][CH3:24])=[C:16]([O:21][CH3:22])[CH:17]=2)[CH2:12]1>C1COCC1>[CH3:22][O:21][C:16]1[CH:17]=[C:18]2[C:13](=[CH:14][C:15]=1[O:23][CH3:24])[CH2:12][N:11]([CH2:10][CH2:9][CH2:8][NH:7][C:4](=[O:5])[CH2:3][C:2]([CH3:1])=[O:6])[CH2:20][CH2:19]2. Procedure: Diketene (1.41 mL, 18.3 mmol, 1.50 equiv) was added at 0° C. to a stirred solution of 2-(3-aminopropyl)-1,2,3,4-tetrahydro-6,7-dimethoxyisoquinoline (3.05 g, 12.2 mmol, 1.00 equiv) in anhydrous THF (30 mL) under argon, and stirring was continued at room temperature for 1.5 hours. The mixture was concentrated and the residual oil washed with hexane (2×100 mL) to give 4.07 g (100%) of brown oil, which was characterized spectroscopically and used for the next reaction without purification. Reactants: Cl.OC1=CC=C(CN2CCC=CC2)C=C1 (1-(4-hydroxybenzyl)-1,2,3,6-tetrahydropyridine hydrochloride), C(C)(=O)OC(C)=O (acetic anhydride). Solvent: N1=CC=CC=C1 (pyridine). Reaction conditions: time 17 hour. Yields the product Cl.C(C)(=O)OC1=CC=C(CN2CCC=CC2)C=C1 (1-(4-acetoxybenzyl)-1,2,3,6-tetrahydropyridine hydrochloride). RXN SMILES: [ClH:1].[OH:2][C:3]1[CH:15]=[CH:14][C:6]([CH2:7][N:8]2[CH2:13][CH:12]=[CH:11][CH2:10][CH2:9]2)=[CH:5][CH:4]=1.[C:16](OC(=O)C)(=[O:18])[CH3:17]>N1C=CC=CC=1>[ClH:1].[C:16]([O:2][C:3]1[CH:15]=[CH:14][C:6]([CH2:7][N:8]2[CH2:9][CH:10]=[CH:11][CH2:12][CH2:13]2)=[CH:5][CH:4]=1)(=[O:18])[CH3:17] |f:0.1,4.5|. Reported procedure: A mixture of 1-(4-hydroxybenzyl)-1,2,3,6-tetrahydropyridine hydrochloride (1.0 g.), pyridine (7 ml.) and acetic anhydride (7 ml.) was kept at 20°-25° C. for 17 hours. The solid which formed was collected and washed with ether (50 ml.) to yield 1-(4-acetoxybenzyl)-1,2,3,6-tetrahydropyridine hydrochloride (1.1 g.), m.p. 220°-222° C.